This data is from the Open Reaction Database (ORD), a public repository of structured organic reaction records. The task is: describe an organic reaction: reactants, conditions, products, and yield Reactants: NC(=O)c1cc(Br)cc2cc[nH]c12, C[O-], CO, [Na+], CC(C)(C)OC(=O)N1CCC(=O)CC1. Yields the product CC(C)(C)OC(=O)N1CC=C(c2c[nH]c3c(C(N)=O)cc(Br)cc23)CC1. RXN SMILES: [Br:1][c:2]1[cH:3][c:4]2[cH:5][cH:6][nH:7][c:8]2[c:9]([C:11](=[O:12])[NH2:13])[cH:10]1.[CH3:28][O-:29].[CH3:31][OH:32].[Na+:30].[O:14]=[C:15]1[CH2:16][CH2:17][N:18]([C:21](=[O:22])[O:23][C:24]([CH3:25])([CH3:26])[CH3:27])[CH2:19][CH2:20]1>>[Br:1][c:2]1[cH:3][c:4]2[c:5]([C:15]3=[CH:16][CH2:17][N:18]([C:21](=[O:22])[O:23][C:24]([CH3:25])([CH3:26])[CH3:27])[CH2:19][CH2:20]3)[cH:6][nH:7][c:8]2[c:9]([C:11](=[O:12])[NH2:13])[cH:10]1. Reactants: [N+](=O)([O-])C=1C=C(C=CC1)O (3-Nitro-phenol), BrCC1=CC(=CC=C1)OC (1-Bromomethyl-3-methoxy-benzene), BrCC1=CC(=CC=C1)F (1-bromomethyl-3-fluoro-benzene). Yields the product COC=1C=C(COC=2C=C(C=CC2)N)C=CC1 (3-(3-Methoxy-benzyloxy)-phenylamine). RXN SMILES: [N+:1]([C:4]1[CH:5]=[C:6]([OH:10])[CH:7]=[CH:8][CH:9]=1)([O-])=O.Br[CH2:12][C:13]1[CH:18]=[CH:17][CH:16]=[C:15]([O:19][CH3:20])[CH:14]=1.BrCC1C=CC=C(F)C=1>>[CH3:20][O:19][C:15]1[CH:14]=[C:13]([CH:18]=[CH:17][CH:16]=1)[CH2:12][O:10][C:6]1[CH:5]=[C:4]([NH2:1])[CH:9]=[CH:8][CH:7]=1. Procedure: 3-Nitro-phenol was reacted with 1-Bromomethyl-3-methoxy-benzene according to the procedure from Example 199A substituting 1-Bromomethyl-3-methoxy-benzene for 1-bromomethyl-3-fluoro-benzene then reduced according to the procedure from Example 199B to provide the title compound.